Dataset: the Open Reaction Database (ORD), a public repository of structured organic reaction records. Task: describe an organic reaction: reactants, conditions, products, and yield Reactants: C(C)OC(/C=C/C=1C=CC(=[N+](C1)[O-])C1=CC(=CC=C1)C(F)(F)F)=O ((E)-5-(3-ethoxy-3-oxoprop-1-enyl)-2-(3-(trifluoromethyl)phenyl)pyridine 1-oxide), O=P(Cl)(Cl)Cl (POCl3), ice water. The product is ClC1=NC(=CC=C1/C=C/C(=O)OCC)C1=CC(=CC=C1)C(F)(F)F ((E)-ethyl 3-(2-chloro-6-(3-(trifluoromethyl)phenyl)pyridin-3-yl)acrylate). Isolated yield 67.0%. RXN SMILES: [CH2:1]([O:3][C:4](=[O:24])/[CH:5]=[CH:6]/[C:7]1[CH:8]=[CH:9][C:10]([C:14]2[CH:19]=[CH:18][CH:17]=[C:16]([C:20]([F:23])([F:22])[F:21])[CH:15]=2)=[N+:11]([O-])[CH:12]=1)[CH3:2].O=P(Cl)(Cl)[Cl:27]>>[Cl:27][C:12]1[C:7](/[CH:6]=[CH:5]/[C:4]([O:3][CH2:1][CH3:2])=[O:24])=[CH:8][CH:9]=[C:10]([C:14]2[CH:19]=[CH:18][CH:17]=[C:16]([C:20]([F:23])([F:22])[F:21])[CH:15]=2)[N:11]=1. Procedure: A solution of (E)-5-(3-ethoxy-3-oxoprop-1-enyl)-2-(3-(trifluoromethyl)phenyl)pyridine 1-oxide (9 g, 26.7 mmol) in POCl3 (45 mL) was stirred at 80° C. for 5 h. After completion, reaction mixture was poured into ice water (150 mL), extracted with EtOAc (2×100 mL), combined extracts were treated with NaHCO3 solution, washed with water (100 mL), brine (100 mL), dried over anhydrous Na2SO4, filtered and evaporated. The crude residue was purified by column chromatography by using (SiO2) EtOAc:Pet ethe... Reactants: COC1=C(C=O)C=CC=C1 (2-methoxybenzaldehyde), NC1=NNC=C1 (3-aminopyrazole), O=C(CC(=O)OCC)CCC (ethyl 3-ketohexanoate). Product: COC1=C(C=CC=C1)C1C=2C(NC(=C1C(=O)OCC)CCC)=NNC2 (Ethyl 4,7-dihydro-4-(2-methoxyphenyl)-6-propyl-2H-pyrazolo[3,4-b]pyridine-5-carboxylate). Reaction SMILES: [CH3:1][O:2][C:3]1[CH:10]=[CH:9][CH:8]=[CH:7][C:4]=1[CH:5]=O.[NH2:11][C:12]1[CH:16]=[CH:15][NH:14][N:13]=1.O=[C:18]([CH2:25][CH2:26][CH3:27])[CH2:19][C:20]([O:22][CH2:23][CH3:24])=[O:21]>>[CH3:1][O:2][C:3]1[CH:10]=[CH:9][CH:8]=[CH:7][C:4]=1[CH:5]1[C:19]([C:20]([O:22][CH2:23][CH3:24])=[O:21])=[C:18]([CH2:25][CH2:26][CH3:27])[NH:11][C:12]2=[N:13][NH:14][CH:15]=[C:16]12. Reported procedure: The title compound was prepared from 2-methoxybenzaldehyde, 3-aminopyrazole and ethyl 3-ketohexanoate in the same manner as in Example 25. The reactants are C1(=CC=CC=C1)C(C1=CC=CC=C1)OC(=O)C12C(=CC3C2(CC2C(CCC2C1(C3)C=O)C)COC31OC2C(O3)OC(C2OC(C)C)C1O[Si](C)(C)C(C)(C)C)C(C)C (8a-[[[6-(isopropoxy)tetrahydro-7-t-butyldimethylsilyloxy-2,5-methanofuro[2,3-d]-1,3-dioxol-2-yl]oxy]methyl]-4-formyl-4,4a,5,6,7,7a,8,8a-octahydro-7-methyl-3-(1-methylethyl)-1,4-methano-s-indacene-3a(1H)-carboxylic acid diphenylmethyl ester), [F-].C(CCC)[N+](CCCC)(CCCC)CCCC.O1CCCC1 (tetrabutylammonium fluoride tetrahydrofuran). The solvent is O1CCCC1 (tetrahydrofuran). Reaction conditions: time 15 hour. Yields the product C1(=CC=CC=C1)C(C1=CC=CC=C1)OC(=O)C12C(=CC3C2(CC2C(CCC2C1(C3)C=O)C)COC31OC2C(O3)OC(C2OC(C)C)C1O)C(C)C (8a-[[[6-(isopropoxy)tetrahydro-7-hydroxy-2,5-methanofuro[2,3-d]-1,3-dioxol-2-yl]oxy]methyl]-4-formyl-4,4a,5,6,7,7a,8,8a-octahydro-7-methyl-3-(1-methylethyl)-1,4-methano-s-indacene-3a(1H)-carboxylic acid diphenylmethyl ester). Yield: 80.6%. As a reaction SMILES: [C:1]1([CH:7]([O:14][C:15]([C:17]23[C:28]4([CH:30]=[O:31])[CH2:29][CH:20]([C:21]2([CH2:33][O:34][C:35]25[CH:47]([O:48][Si](C(C)(C)C)(C)C)[CH:41]6[CH:42]([O:43][CH:44]([CH3:46])[CH3:45])[CH:37]([CH:38]([O:40]6)[O:39]2)[O:36]5)[CH2:22][CH:23]2[CH:27]4[CH2:26][CH2:25][CH:24]2[CH3:32])[CH:19]=[C:18]3[CH:56]([CH3:58])[CH3:57])=[O:16])[C:8]2[CH:13]=[CH:12][CH:11]=[CH:10][CH:9]=2)[CH:6]=[CH:5][CH:4]=[CH:3][CH:2]=1.[F-].C([N+](CCCC)(CCCC)CCCC)CCC.O1CCCC1>O1CCCC1>[C:1]1([CH:7]([O:14][C:15]([C:17]23[C:28]4([CH:30]=[O:31])[CH2:29][CH:20]([C:21]2([CH2:33][O:34][C:35]25[CH:47]([OH:48])[CH:41]6[CH:42]([O:43][CH:44]([CH3:45])[CH3:46])[CH:37]([CH:38]([O:40]6)[O:39]2)[O:36]5)[CH2:22][CH:23]2[CH:27]4[CH2:26][CH2:25][CH:24]2[CH3:32])[CH:19]=[C:18]3[CH:56]([CH3:58])[CH3:57])=[O:16])[C:8]2[CH:9]=[CH:10][CH:11]=[CH:12][CH:13]=2)[CH:6]=[CH:5][CH:4]=[CH:3][CH:2]=1 |f:1.2.3|. Procedure: 13 mg of compound (33) was mixed with 200 μl of tetrahydrofuran and 14.8 μl of 1M tetrabutylammonium fluoride-tetrahydrofuran solution, and the reaction was conducted at room temperature under stirring for 15 hours. The reaction solution was charged onto a silica gel column (Kieselgel 60, Merck, 1.0φ×30 cm) and eluted with n-hexane-ethyl acetate (2:1). The fraction containing the desired product was concentrated to dryness to give 9.0 mg of compound (34). Starting materials: CC(C)(C)OC(=O)N1CCNCC1, C1CCOC1, CC(=O)O, O=Cc1cc(C(F)(F)F)cc2c1cc(CO)n2S(=O)(=O)c1ccccc1, O=Cc1cc(C(F)(F)F)c2cc(CO)n(S(=O)(=O)c3ccccc3)c2c1. The product is O=S(=O)(c1ccccc1)n1c(CO)cc2c(CN3CCNCC3)cc(C(F)(F)F)cc21. RXN SMILES: [C:53]([O:54][C:55]([CH3:56])([CH3:57])[CH3:58])(=[O:59])[N:60]1[CH2:61][CH2:62][NH:63][CH2:64][CH2:65]1.[CH2:70]1[O:71][CH2:72][CH2:73][CH2:74]1.[CH3:66][C:67](=[O:68])[OH:69].[OH:1][CH2:2][c:3]1[n:4]([S:18](=[O:19])(=[O:20])[c:21]2[cH:22][cH:23][cH:24][cH:25][cH:26]2)[c:5]2[cH:6][c:7]([C:14]([F:15])([F:16])[F:17])[cH:8][c:9]([CH:12]=[O:13])[c:10]2[cH:11]1.[OH:27][CH2:28][c:29]1[n:30]([S:31]([c:32]2[cH:33][cH:34][cH:35][cH:36][cH:37]2)(=[O:38])=[O:39])[c:40]2[c:41]([cH:42]1)[c:43]([C:44]([F:45])([F:46])[F:47])[cH:48][c:49]([CH:50]=[O:51])[cH:52]2>>[OH:1][CH2:2][c:3]1[n:4]([S:18](=[O:19])(=[O:20])[c:21]2[cH:22][cH:23][cH:24][cH:25][cH:26]2)[c:5]2[cH:6][c:7]([C:14]([F:15])([F:16])[F:17])[cH:8][c:9]([CH2:12][N:60]3[CH2:61][CH2:62][NH:63][CH2:64][CH2:65]3)[c:10]2[cH:11]1. Starting materials: CC1CC(=O)O1, OCc1ccccc1, [Na+], [OH-]. Product: CC(O)CC(=O)OCc1ccccc1. Reaction SMILES: [C:11]1(=[O:16])[CH2:12][CH:13]([CH3:14])[O:15]1.[CH2:3]([c:4]1[cH:5][cH:6][cH:7][cH:8][cH:9]1)[OH:10].[Na+:2].[OH-:1]>>[CH2:3]([c:4]1[cH:5][cH:6][cH:7][cH:8][cH:9]1)[O:10][C:11]([CH2:12][CH:13]([CH3:14])[OH:15])=[O:16]. Starting materials: C1CCOC1, CO, CCOC(C)=O, C[O-], N#CCN1C(=O)C(NC(=O)c2cc3cc(Cl)sc3[nH]2)Cc2ccccc21, Cl, NO, [Na+]. The product is NC(CN1C(=O)C(NC(=O)c2cc3cc(Cl)sc3[nH]2)Cc2ccccc21)=NO. As a reaction SMILES: [CH2:35]1[O:36][CH2:37][CH2:38][CH2:39]1.[CH3:33][OH:34].[CH3:40][CH2:41][O:42][C:43]([CH3:44])=[O:45].[CH3:4][O-:5].[Cl:7][c:8]1[cH:9][c:10]2[c:11]([nH:12][c:13]([C:15](=[O:16])[NH:17][CH:18]3[C:19](=[O:31])[N:20]([CH2:28][C:29]#[N:30])[c:21]4[cH:22][cH:23][cH:24][cH:25][c:26]4[CH2:27]3)[cH:14]2)[s:32]1.[ClH:1].[NH2:2][OH:3].[Na+:6]>>[N:2]([OH:3])=[C:29]([CH2:28][N:20]1[C:19](=[O:31])[CH:18]([NH:17][C:15]([c:13]2[nH:12][c:11]3[c:10]([cH:9][c:8]([Cl:7])[s:32]3)[cH:14]2)=[O:16])[CH2:27][c:26]2[c:21]1[cH:22][cH:23][cH:24][cH:25]2)[NH2:30]. RXN SMILES: [C:5](=[O:6])([O-:7])[O-:8].[CH2:11]([CH2:12][c:13]1[cH:14][cH:15][cH:16][cH:17][cH:18]1)[NH:19][CH2:20][CH2:21][c:22]1[cH:23][c:24]([O:28][CH3:29])[cH:25][cH:26][cH:27]1.[CH2:1]([CH2:2][CH3:3])[I:4].[CH3:30][C:31](=[O:32])[CH3:33].[K+:10].[K+:9]>>[CH2:1]([CH2:2][CH3:3])[N:19]([CH2:11][CH2:12][c:13]1[cH:14][cH:15][cH:16][cH:17][cH:18]1)[CH2:20][CH2:21][c:22]1[cH:23][c:24]([O:28][CH3:29])[cH:25][cH:26][cH:27]1. Reactants: O=C([O-])[O-], COc1cccc(CCNCCc2ccccc2)c1, CCCI, CC(C)=O, [K+], [K+]. Product: CCCN(CCc1ccccc1)CCc1cccc(OC)c1. Run in petroleum ether, C(C)OCC (diethyl ether), CC(C)O (2-propanol). Reactants: CN1CCN(CC1)C1=CC=C(C=C1)NC=1C=2N(C(=CN1)C=1C=C(SC1)C(=O)N)N=CN2 (4-{8-[4-(4-Methyl-piperazin-1-yl)-phenylamino]-[1,2,4]triazolo[1,5-a]pyrazin-5-yl}-thiophene-2-carboxylic acid amide), C(C)(C)N(C(C)C)CC (N,N-diisopropylethylamine), BrC1=CN=C(C=2N1N=CN2)Br (5,8-dibromo-[1,2,4]triazolo[1,5-a]pyrazine), C(C)(C)N1CCN(CC1)C1=CC=C(C=C1)N (4-(4-isopropyl-piperazin-1-yl)-phenylamine). Run at temperature 95 celsius, time 8 hour. Procedure details: This compound may be prepared using methods as described for Compound 6, step 1, using 5,8-dibromo-[1,2,4]triazolo[1,5-a]pyrazine (2 g, 7.20 mmol), 4-(4-isopropyl-piperazin-1-yl)-phenylamine (1.89 g, 8.62 mmol) and N,N-diisopropylethylamine (1.88 mL, 10.8 mmol) in 2-propanol (30 mL) are stirred at 95° C. overnight. The title compound is isolated after trituration with diethyl ether and petroleum ether as a grey solid (2.59 g, 87%). RXN SMILES: CN1CCN(C2C=CC(NC3C4N(N=CN=4)C(C4C=C(C(N)=O)SC=4)=CN=3)=CC=2)CC1.[Br:32][C:33]1[N:38]2[N:39]=[CH:40][N:41]=[C:37]2[C:36](Br)=[N:35][CH:34]=1.[CH:43]([N:46]1[CH2:51][CH2:50][N:49]([C:52]2[CH:57]=[CH:56][C:55]([NH2:58])=[CH:54][CH:53]=2)[CH2:48][CH2:47]1)([CH3:45])[CH3:44].C(N(CC)C(C)C)(C)C>CC(O)C.C(OCC)C>[Br:32][C:33]1[N:38]2[N:39]=[CH:40][N:41]=[C:37]2[C:36]([NH:58][C:55]2[CH:54]=[CH:53][C:52]([N:49]3[CH2:48][CH2:47][N:46]([CH:43]([CH3:45])[CH3:44])[CH2:51][CH2:50]3)=[CH:57][CH:56]=2)=[N:35][CH:34]=1. Yields the product BrC1=CN=C(C=2N1N=CN2)NC2=CC=C(C=C2)N2CCN(CC2)C(C)C ((5-Bromo-[1,2,4]triazolo[1,5-a]pyrazin-8-yl)-[4-(4-isopropyl-piperazin-1-yl)-phenyl]-amine).